This data is from the Open Reaction Database (ORD), a public repository of structured organic reaction records. The task is: describe an organic reaction: reactants, conditions, products, and yield The reagents and catalysts are [Pd] (Pd-C). The reactants are C(C)OC(C(=CN(C)C)C1=NC=C(C=C1[N+](=O)[O-])C)=O (3-Dimethylamino-2-(5-methyl-3-nitro-pyridin-2-yl]-acrylic acid ethyl ester). Run in C(C)O (ethanol). Yields the product C(C)OC(=O)C1=CN(C=2C1=NC=C(C2)C)O (1-Hydroxy-6-methyl-1H-pyrrolo[3,2-b]pyridine-3-carboxylic acid ethyl ester). Procedure: A solution of 3-Dimethylamino-2-(5-methyl-3-nitro-pyridin-2-yl]-acrylic acid ethyl ester (6.2 g, 0.022 mol) in ethanol (50 mL) is hydrogenated over 10% Pd-C at 50 psi for 48 h. The catalyst is removed by filtration through a pad of celite, and the solvent evaporated under vacuum. The residue is chromatographed over silica gel eluting with 7% MeOH-DCM containing few drops of NH4OH to afford 1-Hydroxy-6-methyl-1H-pyrrolo[3,2-b]pyridine-3-carboxylic acid ethyl ester 1H NMR (300 MHz, DMSO-d6) δ 1.25... As a reaction SMILES: [CH2:1]([O:3][C:4](=[O:20])[C:5]([C:10]1[C:15]([N+:16]([O-])=[O:17])=[CH:14][C:13]([CH3:19])=[CH:12][N:11]=1)=[CH:6]N(C)C)[CH3:2]>C(O)C.[Pd]>[CH2:1]([O:3][C:4]([C:5]1[C:10]2=[N:11][CH:12]=[C:13]([CH3:19])[CH:14]=[C:15]2[N:16]([OH:17])[CH:6]=1)=[O:20])[CH3:2]. Starting materials: CC1=C(C(=O)C2=C(C1=O)N3C[C@H]4[C@@H]([C@@]3([C@@H]2COC(=O)N)OC)N4)OC (mitomycin A), C(C=C)N (allylamine). The solvent is CO (methanol). Run at time 8 hour. Yields the product C(N)(O)=O.OCC1C2(N(C=3C(C(=C(C(C13)=O)NCC=C)C)=O)CC1C2N1)OC (1,1a,2,8,8a,8b-Hexahydro-8-(hydroxymethyl)-8a-methoxy-5-methyl-6-allylamino-azirino[2',3':3,4]pyrrolo-[1,2-a]indole-4,7-dione carbamate). Isolated yield 52.8%. As a reaction SMILES: [CH3:1][C:2]1[C:8](=[O:9])[C:7]2[N:10]3[C@@:14]([O:21][CH3:22])([C@H:15]([CH2:16][O:17][C:18]([NH2:20])=[O:19])[C:6]=2[C:4](=[O:5])[C:3]=1OC)[C@H:13]1[NH:23][C@H:12]1[CH2:11]3.[CH2:26]([NH2:29])[CH:27]=[CH2:28]>CO>[C:18](=[O:17])([OH:19])[NH2:20].[OH:17][CH2:16][CH:15]1[C:6]2[C:4](=[O:5])[C:3]([NH:29][CH2:26][CH:27]=[CH2:28])=[C:2]([CH3:1])[C:8](=[O:9])[C:7]=2[N:10]2[CH2:11][CH:12]3[NH:23][CH:13]3[C:14]12[O:21][CH3:22] |f:3.4|. Reported procedure: To a solution of 100 mg (0.28 mmol) of mitomycin A in 8 ml of anhydrous methanol, 150 mg (2.6 mmol) of allylamine was added with constant stirring. The reaction mixture was stirred overnight whereupon TLC indicated the absence of starting material. The solvent was then evaporated under reduced pressure and the residue was chromatographed using silica-gel as adsorbent. The fraction obtained by eluting the column from ethyl acetate was evaporated under reduced pressure. Recrystallization from a mi... The solvent is ClCCl (dichloromethane). Reaction conditions: temperature 0 celsius, time 30 minute. Yield: 99.2%. The reactants are FC1=C(C=CC(=C1)OC)CCC(=O)OCC (ethyl 3-(2-fluoro-4-methoxyphenyl)propanoate), B(Br)(Br)Br (boron tribromide). Reported procedure: To a 25 mL RB flask fitted with magnetic stirrer was charged with 10 mL of dichloromethane. To the stirred solvent was added ethyl 3-(2-fluoro-4-methoxyphenyl)propanoate (0.45 g, 2 mmol). The reaction mixture was cooled to 0° C. and boron tribromide (0.45 mL) was added drop wise. After stirred for 30 minutes, the reaction mixture was quenched with ethanol (1 mL) at 0° C. by slow addition. The reaction mixture was concentrated to distill off the solvent; ethyl acetate (10 mL) was added. The organ... As a reaction SMILES: [F:1][C:2]1[CH:7]=[C:6]([O:8]C)[CH:5]=[CH:4][C:3]=1[CH2:10][CH2:11][C:12]([O:14][CH2:15][CH3:16])=[O:13].B(Br)(Br)Br>ClCCl>[F:1][C:2]1[CH:7]=[C:6]([OH:8])[CH:5]=[CH:4][C:3]=1[CH2:10][CH2:11][C:12]([O:14][CH2:15][CH3:16])=[O:13]. The product is FC1=C(C=CC(=C1)O)CCC(=O)OCC (Ethyl 3-(2-fluoro-4-hydroxyphenyl)propanoate).